Dataset: the Open Reaction Database (ORD), a public repository of structured organic reaction records. Task: describe an organic reaction: reactants, conditions, products, and yield The reactants are [Al+3], COc1cc(C(=O)O)ccc1C(F)(F)F, [H-], [H-], [H-], [H-], [Li+], [Na+], C1CCOC1, [OH-]. The product is COc1cc(CO)ccc1C(F)(F)F. RXN SMILES: [Al+3:2].[CH3:7][O:8][c:9]1[cH:10][c:11]([C:12](=[O:13])[OH:14])[cH:15][cH:16][c:17]1[C:18]([F:19])([F:20])[F:21].[H-:1].[H-:4].[H-:5].[H-:6].[Li+:3].[Na+:23].[O:24]1[CH2:25][CH2:26][CH2:27][CH2:28]1.[OH-:22]>>[CH3:7][O:8][c:9]1[cH:10][c:11]([CH2:12][OH:13])[cH:15][cH:16][c:17]1[C:18]([F:19])([F:20])[F:21]. The reactants are [OH-].[K+] (potassium hydroxide), COC(C(CC1=CC=C(C=C1)O)NC1=C(C=CC=C1)C(C1=CN=CC=C1)=O)=O (2-((2-nicotinoylphenyl)amino)-3-(4-hydroxyphenyl)-propionic acid methyl ester), BrCCBr (1,2-dibromoethane). The solvent is C(C)O (ethanol). Yields the product COC(C(CC1=CC=C(C=C1)OCCBr)NC1=C(C=CC=C1)C(C1=CN=CC=C1)=O)=O (2-((2-nicotinoylphenyl)amino)-3-[4-(2-bromoethoxy)-phenyl]-propionic acid methyl ester). Isolated yield 28.1%. RXN SMILES: [OH-].[K+].[CH3:3][O:4][C:5](=[O:30])[CH:6]([NH:15][C:16]1[CH:21]=[CH:20][CH:19]=[CH:18][C:17]=1[C:22](=[O:29])[C:23]1[CH:28]=[CH:27][CH:26]=[N:25][CH:24]=1)[CH2:7][C:8]1[CH:13]=[CH:12][C:11]([OH:14])=[CH:10][CH:9]=1.[Br:31][CH2:32][CH2:33]Br>C(O)C>[CH3:3][O:4][C:5](=[O:30])[CH:6]([NH:15][C:16]1[CH:21]=[CH:20][CH:19]=[CH:18][C:17]=1[C:22](=[O:29])[C:23]1[CH:28]=[CH:27][CH:26]=[N:25][CH:24]=1)[CH2:7][C:8]1[CH:13]=[CH:12][C:11]([O:14][CH2:33][CH2:32][Br:31])=[CH:10][CH:9]=1 |f:0.1|. Reported procedure: To a solution of potassium hydroxide (0.17 g, 2.95 mmol) in ethanol (20 ml) is added 2-((2-nicotinoylphenyl)amino)-3-(4-hydroxyphenyl)-propionic acid methyl ester (1.10 g, 2.95 mmol) and 1,2-dibromoethane (5.54 g, 29.50 mmol). Then the mixture is heated to reflux for 8 hours. After cooled, the reaction mixture is filtered to remove the solid formed, and then the filtrate is evaporated under a vacuum. The crude product is purified by silica gel chromatography using hexane/EtOAc (4:1) as eluent to... Reactants: NN1C(SCC1=O)=S (3-aminorhodanine), O(C1=CC=CC=C1)C1=CC=C(C=O)C=C1 (4-phenoxybenzaldehyde), N1CCCCC1 (piperidine). Run in C(C)O (ethanol). Yields the product NN1C(SC(C1=O)=CC1=CC=C(C=C1)OC1=CC=CC=C1)=S (3-amino-5-(4-phenoxybenzylidene)-2-thioxothiazolidin-4-one). Isolated yield 68.6%. Reaction SMILES: [NH2:1][N:2]1[C:6](=[O:7])[CH2:5][S:4][C:3]1=[S:8].[O:9]([C:16]1[CH:23]=[CH:22][C:19]([CH:20]=O)=[CH:18][CH:17]=1)[C:10]1[CH:15]=[CH:14][CH:13]=[CH:12][CH:11]=1.N1CCCCC1>C(O)C>[NH2:1][N:2]1[C:6](=[O:7])[C:5](=[CH:20][C:19]2[CH:22]=[CH:23][C:16]([O:9][C:10]3[CH:11]=[CH:12][CH:13]=[CH:14][CH:15]=3)=[CH:17][CH:18]=2)[S:4][C:3]1=[S:8]. Procedure details: To a solution of 3-aminorhodanine (1.00 g) in ethanol (20 ml) were added 4-phenoxybenzaldehyde (1.47 g) and piperidine (57 mg), and the mixture was heated with reflux for 2 hr. The reaction mixture was concentrated under reduced pressure, and the residue was purified by silica gel column chromatography (eluent: chloroform) to give 3-amino-5-(4-phenoxybenzylidene)-2-thioxothiazolidin-4-one (1.52 g). The reactants are CC(C)(C)[Si](C)(C)OCCCc1ccc(CC(C#N)C(=O)N(Cc2cccc(Cl)c2Cl)C2CC2)cc1, C1CCOC1, CCCC[N+](CCCC)(CCCC)CCCC, [F-]. The product is N#CC(Cc1ccc(CCCO)cc1)C(=O)N(Cc1cccc(Cl)c1Cl)C1CC1. As a reaction SMILES: [C:1]([Si:2]([CH3:3])([CH3:4])[O:6][CH2:7][CH2:8][CH2:9][c:10]1[cH:11][cH:12][c:13]([CH2:16][CH:17]([C:18](=[O:19])[N:20]([CH2:21][c:22]2[c:23]([Cl:29])[c:24]([Cl:28])[cH:25][cH:26][cH:27]2)[CH:30]2[CH2:31][CH2:32]2)[C:33]#[N:34])[cH:14][cH:15]1)([CH3:5])([CH3:35])[CH3:36].[CH2:55]1[O:56][CH2:57][CH2:58][CH2:59]1.[CH3:38][CH2:39][CH2:40][CH2:41][N+:42]([CH2:43][CH2:44][CH2:45][CH3:46])([CH2:47][CH2:48][CH2:49][CH3:50])[CH2:51][CH2:52][CH2:53][CH3:54].[F-:37]>>[OH:6][CH2:7][CH2:8][CH2:9][c:10]1[cH:11][cH:12][c:13]([CH2:16][CH:17]([C:18](=[O:19])[N:20]([CH2:21][c:22]2[c:23]([Cl:29])[c:24]([Cl:28])[cH:25][cH:26][cH:27]2)[CH:30]2[CH2:31][CH2:32]2)[C:33]#[N:34])[cH:14][cH:15]1. Starting materials: [Ba+2], COC(=O)COc1c(C(=O)N2CCSCC2)sc(Br)c1Br, [OH-], [OH-], O, O, O, O, O, O, O, O. Product: O=C(O)COc1c(C(=O)N2CCSCC2)sc(Br)c1Br. RXN SMILES: [Ba+2:31].[CH3:1][O:2][C:3]([CH2:4][O:5][c:6]1[c:7]([C:13](=[O:14])[N:15]2[CH2:16][CH2:17][S:18][CH2:19][CH2:20]2)[s:8][c:9]([Br:12])[c:10]1[Br:11])=[O:21].[OH-:30].[OH-:32].[OH2:22].[OH2:23].[OH2:24].[OH2:25].[OH2:26].[OH2:27].[OH2:28].[OH2:29]>>[O:2]=[C:3]([CH2:4][O:5][c:6]1[c:7]([C:13](=[O:14])[N:15]2[CH2:16][CH2:17][S:18][CH2:19][CH2:20]2)[s:8][c:9]([Br:12])[c:10]1[Br:11])[OH:21]. Reactants: COc1ccc(CN2CCC(F)(F)CC(N(Cc3ccc(OC)nc3)S(=O)(=O)c3ccc(Cl)s3)C2=O)c(OC)c1, ClCCl, O=S(=O)(O)C(F)(F)F, O=C(O)C(F)(F)F. Yields the product COc1ccc(CN(C2CC(F)(F)CCNC2=O)S(=O)(=O)c2ccc(Cl)s2)cn1. Reaction SMILES: [CH3:16][O:17][c:18]1[cH:19][c:20]([O:50][CH3:51])[cH:52][cH:53][c:54]1[CH2:55][N:21]1[C:22](=[O:49])[CH:23]([N:30]([S:31](=[O:32])(=[O:33])[c:34]2[s:35][c:36]([Cl:39])[cH:37][cH:38]2)[CH2:40][c:41]2[cH:42][n:43][c:44]([O:47][CH3:48])[cH:45][cH:46]2)[CH2:24][C:25]([F:28])([F:29])[CH2:26][CH2:27]1.[Cl:56][CH2:57][Cl:58].[F:1][C:2]([F:3])([F:4])[S:5]([OH:6])(=[O:7])=[O:8].[F:9][C:10]([F:11])([F:12])[C:13]([OH:14])=[O:15]>>[NH:21]1[C:22](=[O:49])[CH:23]([N:30]([S:31](=[O:32])(=[O:33])[c:34]2[s:35][c:36]([Cl:39])[cH:37][cH:38]2)[CH2:40][c:41]2[cH:42][n:43][c:44]([O:47][CH3:48])[cH:45][cH:46]2)[CH2:24][C:25]([F:28])([F:29])[CH2:26][CH2:27]1. Reactants: COC(=O)C(C)C=1C=CC(=C(C1)CC(=O)OC)SC1=CC=CC=C1 (methyl 5-(1-methoxycarbonylethyl)-2-phenylthiophenylacetate), polyphosphoric acid, polyphosphoric acid. Run in O (water). Product: O=C1CC2=C(SC3=C1C=CC=C3)C=CC(=C2)C(C(=O)OC)C (methyl 2-(10,11-dihydro-10-oxodibenzo[b,f]thiepin-2-yl)propionate). Isolated yield 88.2%. RXN SMILES: [CH3:1][O:2][C:3]([CH:5]([C:7]1[CH:8]=[CH:9][C:10]([S:18][C:19]2[CH:24]=[CH:23][CH:22]=[CH:21][CH:20]=2)=[C:11]([CH2:13][C:14](OC)=[O:15])[CH:12]=1)[CH3:6])=[O:4]>O>[O:15]=[C:14]1[C:24]2[CH:23]=[CH:22][CH:21]=[CH:20][C:19]=2[S:18][C:10]2[CH:9]=[CH:8][C:7]([CH:5]([CH3:6])[C:3]([O:2][CH3:1])=[O:4])=[CH:12][C:11]=2[CH2:13]1. Procedure: A mixture of 0.5 g of methyl 5-(1-methoxycarbonylethyl)-2-phenylthiophenylacetate [dicarboxylic acid ester] obtained in Example 1-(3) and 5.3 g of polyphosphoric acid (116%) was stirred at a temperature of 60°-80° C. for 6 hours. The mixture was cooled, and to this was added a mixture of ice and water to decompose excessive polyphosphoric acid. The resulting mixture was extracted with ethyl acetate. The organic layer was separated and washed successively with saturated brine solution, aqueous sa...